describe an organic reaction: reactants, conditions, products, and yield From a dataset of the Open Reaction Database (ORD), a public repository of structured organic reaction records. The reactants are OB1OCC2=C1C=C(C=C2)CCS(=O)(=O)[O-] ((1-hydroxy-1,3-dihydrobenzo[c][1,2]oxaborol-6-yl)methylmethanesulfonate), [Na+].[I-] (NaI), [N-]=[N+]=[N-].[Na+] (NaN3). Run in CN(C)C=O (DMF), CCOC(=O)C (EtOAc). Reaction conditions: temperature 60 celsius, time 8 hour. The product is N(=[N+]=[N-])CC=1C=CC2=C(B(OC2)O)C1 (6-(azidomethyl)benzo[c][1,2]oxaborol-1(3H)-ol). Isolated yield 131.0%. RXN SMILES: [OH:1][B:2]1[C:6]2[CH:7]=[C:8]([CH2:11]CS([O-])(=O)=O)[CH:9]=[CH:10][C:5]=2[CH2:4][O:3]1.[Na+].[I-].[N-:19]=[N+:20]=[N-:21].[Na+]>CN(C=O)C.CCOC(C)=O>[N:19]([CH2:11][C:8]1[CH:9]=[CH:10][C:5]2[CH2:4][O:3][B:2]([OH:1])[C:6]=2[CH:7]=1)=[N+:20]=[N-:21] |f:1.2,3.4|. Procedure details: To the solution of (1-hydroxy-1,3-dihydrobenzo[c][1,2]oxaborol-6-yl)methylmethanesulfonate (CIX) (0.48 g, 1.98 mmol) in DMF (20 mL) was added NaI (0.06 g, 0.40 mmol) and NaN3 (0.15 g, 2.38 mmol). The mixture was stirred at 60° C. overnight. The reaction mixture was diluted with EtOAc, washed with 10% aqueous Na2S2O3, brine, dried over anhydrous MgSO4, and concentrated under vacuum to give 6-(azidomethyl)benzo[c][1,2]oxaborol-1(3H)-ol (CX) (0.49 g, impure). The crude product was used without furt... The reactants are C1(=CC=CC=C1)C(C)(C)NC=1N=C(C=2N=CN([C@@H]3[C@H](O)[C@H](O)[C@@H](CO)O3)C2N1)N ((S)-2-[(phenylisopropyl)amino]adenosine), C[C@@H](CC1=CC=CC=C1)N (D-(+)-amphetamine), C1(=CC=CC=C1)[C@@H](CC)N ((R)-1-phenylpropylamine), substituted primary amine, L-(-)-amphetamine, C1(=CC=CC=C1)[C@H](CC)N ((S)-1-phenylpropylamine). Run at temperature 130 celsius, time 4.5 hour. Yields the product C1(=CC=CC=C1)C(CC)NC=1N=C(C=2N=CN([C@H]3[C@H](O)[C@H](O)[C@@H](CO)O3)C2N1)N ((R)-2-[(1-Phenylpropyl)amino]adenosine). As a reaction SMILES: [C:1]1([C:7]([NH:10][C:11]2[N:12]=[C:13]([NH2:29])[C:14]3[N:15]=[CH:16][N:17]([C:27]=3[N:28]=2)[C@H:18]2[O:26][C@H:23]([CH2:24][OH:25])[C@@H:21]([OH:22])[C@H:19]2[OH:20])([CH3:9])C)[CH:6]=[CH:5][CH:4]=[CH:3][CH:2]=1.[CH3:30][C@H](N)CC1C=CC=CC=1.C1([C@H](N)CC)C=CC=CC=1.C1([C@@H](N)CC)C=CC=CC=1>>[C:1]1([CH:7]([NH:10][C:11]2[N:12]=[C:13]([NH2:29])[C:14]3[N:15]=[CH:16][N:17]([C:27]=3[N:28]=2)[C@@H:18]2[O:26][C@H:23]([CH2:24][OH:25])[C@@H:21]([OH:22])[C@H:19]2[OH:20])[CH2:9][CH3:30])[CH:2]=[CH:3][CH:4]=[CH:5][CH:6]=1. Reported procedure: In Scheme A, step b, the acetonide (2) is then treated with an appropriately substituted primary amine to provide the secondary amine of structure (3). More specifically, the acetonide (2) is combined with a large excess of an appropriately substituted primary amine, such as L-(-)-amphetamine, D-(+)-amphetamine, (R)-1-phenylpropylamine or (S)-1-phenylpropylamine, under an atmosphere of an inert gas such as nitrogen. The mixture is then heated to approximately 130° C. with stirring for approximat... Starting materials: CN (methylamine), BrCCC1=C(C=C(C=C1)F)[N+](=O)[O-] (1-(2-bromo-ethyl)-4-fluoro-2-nitro-benzene). Run in C1CCOC1 (THF). Conditions: temperature 60 celsius, time 8 hour. Yields the product FC1=CC(=C(C=C1)CCNC)[N+](=O)[O-] ([2-(4-Fluoro-2-nitro-phenyl)-ethyl]-methyl-amine). As a reaction SMILES: [CH3:1][NH2:2].Br[CH2:4][CH2:5][C:6]1[CH:11]=[CH:10][C:9]([F:12])=[CH:8][C:7]=1[N+:13]([O-:15])=[O:14]>C1COCC1>[F:12][C:9]1[CH:10]=[CH:11][C:6]([CH2:5][CH2:4][NH:2][CH3:1])=[C:7]([N+:13]([O-:15])=[O:14])[CH:8]=1. Procedure details: To a solution of methylamine in THF (2 M, 200 mL) was added 1-(2-bromo-ethyl)-4-fluoro-2-nitro-benzene (13.2 g, 0.053 mole) in a pressure bottle, the reaction mixture was stirred at 60° C. overnight and the solvent was removed. The solid residue was treated with sodium hydroxide (1 N, 100 mL) and the aqueous extracted with methylene chloride (2×100 mL). The combined organic layers were washed with water (100 mL), saturated sodium chloride (100 mL), dried (sodium sulfate) and concentrated to prov... Starting materials: O=C([O-])[O-], CCOC(=O)Nc1cc(OC(=O)OC)c(Cl)cc1F, [K+], [K+], O. Yields the product CCOC(=O)Nc1cc(O)c(Cl)cc1F. RXN SMILES: [C:20](=[O:21])([O-:22])[O-:23].[F:1][c:2]1[c:3]([NH:14][C:15]([O:16][CH2:17][CH3:18])=[O:19])[cH:4][c:5]([O:9][C:10]([O:11][CH3:12])=[O:13])[c:6]([Cl:8])[cH:7]1.[K+:24].[K+:25].[OH2:26]>>[F:1][c:2]1[c:3]([NH:14][C:15]([O:16][CH2:17][CH3:18])=[O:19])[cH:4][c:5]([OH:9])[c:6]([Cl:8])[cH:7]1. Reactants: C(C)OC(=O)N1CCC2=C(C=3C(CCOC3C(=C2)I)=O)CC1 (5-Iodo-1-oxo-2,3,7,8,10,11-hexahydro-1H-4-oxa-9-aza-cyclohepta[a]naphthalene-9-carboxylic acid ethyl ester), C(C)[Mg]Br (ethylmagnesium bromide). Run in C(C)OCC (diethyl ether). Yields the product C(C)OC(=O)N1CCC2=C(C=3C(CCOC3C(=C2)I)(O)CC)CC1 (1-Ethyl-1-hydroxy-5-iodo-2,3,7,8,10,11-hexahydro-1H-4-oxa-9-aza-cyclohepta[a]naphthalene-9-carboxylic acid ethyl ester). Yield: 108.2%. As a reaction SMILES: [CH2:1]([O:3][C:4]([N:6]1[CH2:22][CH2:21][C:10]2[C:11]3[C:12](=[O:20])[CH2:13][CH2:14][O:15][C:16]=3[C:17]([I:19])=[CH:18][C:9]=2[CH2:8][CH2:7]1)=[O:5])[CH3:2].[CH2:23]([Mg]Br)[CH3:24]>C(OCC)C>[CH2:1]([O:3][C:4]([N:6]1[CH2:22][CH2:21][C:10]2[C:11]3[C:12]([CH2:23][CH3:24])([OH:20])[CH2:13][CH2:14][O:15][C:16]=3[C:17]([I:19])=[CH:18][C:9]=2[CH2:8][CH2:7]1)=[O:5])[CH3:2]. Procedure: Into a glass vial containing the product from step (f) (170 mg, 0.409 mmol) dissolved in diethyl ether (4 ml), ethylmagnesium bromide (3M diethyl ether, 1.3 ml, 4.09 mmol) was added at reflux. The reaction mixture was stirred at reflux for 20 minutes. The reaction mixture was allowed to cool to room temperature and was then quenched with saturated aqueous NH4Cl (30 ml). The aqueous mixture was extracted with EtOAc (3×). The combined EtOAc extracts were washed with brine, dried over Na2SO4, and s... Reaction SMILES: [CH2:27]1[O:28][CH2:29][CH2:30][CH2:31]1.[CH3:12][c:13]1[s:14][cH:15][c:16]([C:18](=[O:19])[O:20][CH2:21][CH3:22])[n:17]1.[CH3:23][C:24](=[O:25])[OH:26].[CH3:3][C:4](=[O:5])[c:6]1[cH:7][cH:8][cH:9][cH:10][cH:11]1.[H-:1].[Na+:2].[OH2:32]>>[CH2:3]([C:4](=[O:5])[c:6]1[cH:7][cH:8][cH:9][cH:10][cH:11]1)[C:18]([c:16]1[cH:15][s:14][c:13]([CH3:12])[n:17]1)=[O:19]. Starting materials: C1CCOC1, CCOC(=O)c1csc(C)n1, CC(=O)O, CC(=O)c1ccccc1, [H-], [Na+], O. Yields the product Cc1nc(C(=O)CC(=O)c2ccccc2)cs1.